From a dataset of the Open Reaction Database (ORD), a public repository of structured organic reaction records. describe an organic reaction: reactants, conditions, products, and yield Starting materials: ClC=1C2=C(N=CN1)NC=C2Cl (4,5-Dichloro-7H-pyrrolo[2,3-d]pyrimidine), Cl (HCl), N1CCCCC1 (piperidine), O (water). The solvent is C(C)(C)(C)O (tert-butanol). The product is ClC1=CNC=2N=CN=C(C21)N2CCCCC2 (5-Chloro-4-piperidin-1-yl-7H-pyrrolo[2,3-d]pyrimidine). Yield: 63.4%. Reaction SMILES: Cl[C:2]1[C:3]2[C:10]([Cl:11])=[CH:9][NH:8][C:4]=2[N:5]=[CH:6][N:7]=1.[NH:12]1[CH2:17][CH2:16][CH2:15][CH2:14][CH2:13]1.O.Cl>C(O)(C)(C)C>[Cl:11][C:10]1[C:3]2[C:2]([N:12]3[CH2:17][CH2:16][CH2:15][CH2:14][CH2:13]3)=[N:7][CH:6]=[N:5][C:4]=2[NH:8][CH:9]=1. Reported procedure: The product from Method R (57 mg, 0.3 mmol) was suspended in 3.0 mL of tert-butanol and to this solution was added piperidine (90 μL, 0.9 mmol) and the resulting system heated at reflux for 1 h. The reaction mixture was cooled to room temperature and water was added (4.0 mL). The solution was adjusted to pH 1 with 1 N HCl and then washed with ether. The aqueous layer was removed and adjusted to pH 12 with 2 N NaOH. The solution was then extracted 2×15 mL with dichloromethane and the combined org... RXN SMILES: [ClH:19].[N-:1]([C:2]#[N:3])[C:4]#[N:5].[NH2:7][c:8]1[cH:9][c:10]([C:11](=[O:12])[O:13][CH3:14])[cH:15][cH:16][cH:17]1.[Na+:6].[OH2:18]>>[N:1](=[C:2]([NH2:3])[NH:7][c:8]1[cH:9][c:10]([C:11](=[O:12])[O:13][CH3:14])[cH:15][cH:16][cH:17]1)[C:4]#[N:5]. Reactants: Cl, N#C[N-]C#N, COC(=O)c1cccc(N)c1, [Na+], O. Yields the product COC(=O)c1cccc(NC(N)=NC#N)c1. Reactants: CC1(C[C@H](CO1)N1CC=2N=C(N=C(C2CC1)N1[C@H](COCC1)C)C1=CC=C(C=C1)NC(=O)NCC)C (1-(4-(7-((R)-5,5-dimethyltetrahydrofuran-3-yl)-4-((S)-3-methylmorpholino)-5,6,7,8-tetrahydropyrido[3,4-d]pyrimidin-2-yl)phenyl)-3-ethylurea), O1CC(CC1)C=O (tetrahydrofuran-3-carbaldehyde). As a reaction SMILES: [CH3:1][C:2]1([CH3:36])[O:6][CH2:5][C@H:4]([N:7]2[CH2:16][CH2:15][C:14]3[C:13]([N:17]4[CH2:22][CH2:21][O:20][CH2:19][C@@H:18]4[CH3:23])=[N:12][C:11]([C:24]4[CH:29]=[CH:28][C:27]([NH:30][C:31]([NH:33][CH2:34][CH3:35])=[O:32])=[CH:26][CH:25]=4)=[N:10][C:9]=3[CH2:8]2)[CH2:3]1.O1CCC(C=O)C1>>[CH3:36][C:2]1([CH3:1])[O:6][CH2:5][C@@H:4]([N:7]2[CH2:16][CH2:15][C:14]3[C:13]([N:17]4[CH2:22][CH2:21][O:20][CH2:19][C@@H:18]4[CH3:23])=[N:12][C:11]([C:24]4[CH:29]=[CH:28][C:27]([NH:30][C:31]([NH:33][CH2:34][CH3:35])=[O:32])=[CH:26][CH:25]=4)=[N:10][C:9]=3[CH2:8]2)[CH2:3]1. Yields the product CC1(C[C@@H](CO1)N1CC=2N=C(N=C(C2CC1)N1[C@H](COCC1)C)C1=CC=C(C=C1)NC(=O)NCC)C (1-(4-(7-((S)-5,5-dimethyltetrahydrofuran-3-yl)-4-((S)-3-methylmorpholino)-5,6,7,8-tetrahydropyrido[3,4-d]pyrimidin-2-yl)phenyl)-3-ethylurea). Reported procedure: and 1-(4-(7-((R)-5,5-dimethyltetrahydrofuran-3-yl)-4-((S)-3-methylmorpholino)-5,6,7,8-tetrahydropyrido[3,4-d]pyrimidin-2-yl)phenyl)-3-ethylurea (no2): Compounds no1 and no2 were prepared by the general procedure of Example 267, by substituting 5,5-dimethyldihydrofuran-3(2H)-one for tetrahydrofuran-3-carbaldehyde, then followed by chiral separation to afford products no1 and no2. LC-MS: m/z=+495 (M+H)+. As a reaction SMILES: [Al+3:2].[CH2:19]1[O:20][CH2:21][CH2:22][CH2:23]1.[CH2:7]([CH3:8])[c:9]1[cH:10][c:11]([C:12](=[O:13])[O:14][CH3:15])[cH:16][cH:17][cH:18]1.[H-:1].[H-:4].[H-:5].[H-:6].[Li+:3]>>[CH2:7]([CH3:8])[c:9]1[cH:10][c:11]([CH2:12][OH:13])[cH:16][cH:17][cH:18]1. Product: CCc1cccc(CO)c1. Starting materials: [Al+3], C1CCOC1, CCc1cccc(C(=O)OC)c1, [H-], [H-], [H-], [H-], [Li+]. The product is Cc1cc(C=O)cc(C(=O)Cl)c1. The reactants are CN(C)C=O, Cc1ccccc1, Cc1cc(C=O)cc(C(=O)O)c1, O=S(Cl)Cl. Reaction SMILES: [CH3:17][N:18]([CH3:19])[CH:20]=[O:21].[CH3:22][c:23]1[cH:24][cH:25][cH:26][cH:27][cH:28]1.[CH:1](=[O:2])[c:3]1[cH:4][c:5]([C:6](=[O:7])[OH:8])[cH:9][c:10]([CH3:12])[cH:11]1.[S:13]([Cl:14])([Cl:15])=[O:16]>>[CH:1](=[O:2])[c:3]1[cH:4][c:5]([C:6](=[O:7])[Cl:15])[cH:9][c:10]([CH3:12])[cH:11]1. Starting materials: C1CCOC1, [H-], CI, [Na+], O, OC(c1ccccc1)c1cc(C(F)(F)F)nc2c(C(F)(F)F)cccc12. Yields the product COC(c1ccccc1)c1cc(C(F)(F)F)nc2c(C(F)(F)F)cccc12. RXN SMILES: [CH2:32]1[O:33][CH2:34][CH2:35][CH2:36]1.[H-:28].[I:29][CH3:30].[Na+:27].[OH2:31].[c:1]1([CH:7]([OH:8])[c:9]2[cH:10][c:11]([C:23]([F:24])([F:25])[F:26])[n:12][c:13]3[c:14]([C:19]([F:20])([F:21])[F:22])[cH:15][cH:16][cH:17][c:18]23)[cH:2][cH:3][cH:4][cH:5][cH:6]1>>[c:1]1([CH:7]([O:8][CH3:30])[c:9]2[cH:10][c:11]([C:23]([F:24])([F:25])[F:26])[n:12][c:13]3[c:14]([C:19]([F:20])([F:21])[F:22])[cH:15][cH:16][cH:17][c:18]23)[cH:2][cH:3][cH:4][cH:5][cH:6]1. Starting materials: C(=O)(C(F)(F)F)O (TFA), C(C)(C)(C)OC(=O)N1[C@@H](CCC1)C=1NC=C(N1)C=1C=C2C=CC(=CC2=CC1)C1=CC=C(C=C1)C1=CN=C(N1)[C@H]1N(CCC1)C(=O)OC(C)(C)C ((S)-tert-butyl 2-(5-(4-(6-(2-((S)-1-(tert-butoxycarbonyl)pyrrolidin-2-yl)-1H-imidazol-4-yl)naphthalen-2-yl)phenyl)-1H-imidazol-2-yl)pyrrolidine-1-carboxylate), C(=O)(C(F)(F)F)O (TFA). The solvent is C(Cl)Cl (DCM). Reaction conditions: time 2 hour. Yields the product C(=O)(C(F)(F)F)O (TFA), N1[C@@H](CCC1)C=1NC(=CN1)C1=CC=C(C=C1)C1=CC2=CC=C(C=C2C=C1)C1=CN=C(N1)[C@H]1NCCC1 (2-((S)-pyrrolidin-2-yl)-5-(4-(6-(2-((S)-pyrrolidin-2-yl)-1H-imidazol-5-yl)naphthalen-2-yl)phenyl)-1H-imidazole). As a reaction SMILES: [C:1]([OH:7])([C:3]([F:6])([F:5])[F:4])=[O:2].C(OC([N:15]1[CH2:19][CH2:18][CH2:17][C@H:16]1[C:20]1[NH:21][CH:22]=[C:23]([C:25]2[CH:26]=[C:27]3[C:32](=[CH:33][CH:34]=2)[CH:31]=[C:30]([C:35]2[CH:40]=[CH:39][C:38]([C:41]4[NH:45][C:44]([C@@H:46]5[CH2:50][CH2:49][CH2:48][N:47]5C(OC(C)(C)C)=O)=[N:43][CH:42]=4)=[CH:37][CH:36]=2)[CH:29]=[CH:28]3)[N:24]=1)=O)(C)(C)C>C(Cl)Cl>[C:1]([OH:7])([C:3]([F:6])([F:5])[F:4])=[O:2].[NH:47]1[CH2:48][CH2:49][CH2:50][C@H:46]1[C:44]1[NH:45][C:41]([C:38]2[CH:39]=[CH:40][C:35]([C:30]3[CH:29]=[CH:28][C:27]4[C:32](=[CH:33][CH:34]=[C:25]([C:23]5[NH:24][C:20]([C@@H:16]6[CH2:17][CH2:18][CH2:19][NH:15]6)=[N:21][CH:22]=5)[CH:26]=4)[CH:31]=3)=[CH:36][CH:37]=2)=[CH:42][N:43]=1. Reported procedure: To a solution of a TFA salt of (S)-tert-butyl 2-(5-(4-(6-(2-((S)-1-(tert-butoxycarbonyl)pyrrolidin-2-yl)-1H-imidazol-4-yl)naphthalen-2-yl)phenyl)-1H-imidazol-2-yl)pyrrolidine-1-carboxylate (50 mg) in DCM (10 mL) was added TFA (2.0 mL, 26 mmol) in one portion. The mixture was agitated at room temperature for 2 h. The reaction was concentrated under vacuum to yield a TFA salt of 2-((S)-pyrrolidin-2-yl)-5-(4-(6-(2-((S)-pyrrolidin-2-yl)-1H-imidazol-5-yl)naphthalen-2-yl)phenyl)-1H-imidazole (51.5 mg)...